This data is from the Open Reaction Database (ORD), a public repository of structured organic reaction records. The task is: describe an organic reaction: reactants, conditions, products, and yield Reactants: ClC=1C=C(CC=2C(NC(=NC2)SC)=O)C=CC1Cl (5-(3,4-Dichlorobenzyl)-2methylthio-4-pyrimidone), CC1=C(N=CN1)CSCCN (2-(5-methyl-4-imidazolylmethylthio)ethylamine). The solvent is CO (methanol). Yields the product Cl.Cl.CC1=C(N=CN1)CSCCNC1=NC=C(C(N1)=O)CC1=CC(=C(C=C1)Cl)Cl (2-[2-(5-methyl-4-imidazolylmethylthio)ethylamino]-5-(3,4-dichlorobenzyl)-4- pyrimidone dihydrochloride). Reaction SMILES: [Cl:1][C:2]1[CH:3]=[C:4]([CH:15]=[CH:16][C:17]=1[Cl:18])[CH2:5][C:6]1[C:7](=[O:14])[NH:8][C:9](SC)=[N:10][CH:11]=1.[CH3:19][C:20]1[NH:24][CH:23]=[N:22][C:21]=1[CH2:25][S:26][CH2:27][CH2:28][NH2:29]>CO>[ClH:1].[ClH:1].[CH3:19][C:20]1[NH:24][CH:23]=[N:22][C:21]=1[CH2:25][S:26][CH2:27][CH2:28][NH:29][C:9]1[NH:8][C:7](=[O:14])[C:6]([CH2:5][C:4]2[CH:15]=[CH:16][C:17]([Cl:18])=[C:2]([Cl:1])[CH:3]=2)=[CH:11][N:10]=1 |f:3.4.5|. Reported procedure: 5-(3,4-Dichlorobenzyl)-2methylthio-4-pyrimidone (2.1 g) was reacted with 2-(5-methyl-4-imidazolylmethylthio)ethylamine (1.2 g) by the procedure of Example 3 to give 2-[2-(5-methyl-4-imidazolylmethylthio)ethylamino]-5-(3,4-dichlorobenzyl)-4- pyrimidone dihydrochloride, m.p. 235.5°-238.5° (aqueous methanol) The reactants are CC(C)(C)[Si](C)(C)OC1CCC(=O)CC1, O=C(CNc1noc2ccc(C(F)(F)F)cc12)NC1CNC1. Product: CC(C)(C)[Si](C)(C)OC1CCC(N2CC(NC(=O)CNc3noc4ccc(C(F)(F)F)cc34)C2)CC1. As a reaction SMILES: [C:23]([CH3:24])([CH3:25])([CH3:26])[Si:27]([O:28][CH:29]1[CH2:30][CH2:31][C:32](=[O:35])[CH2:33][CH2:34]1)([CH3:36])[CH3:37].[NH:1]1[CH2:2][CH:3]([NH:5][C:6]([CH2:7][NH:8][c:9]2[n:10][o:11][c:12]3[c:13]2[cH:14][c:15]([C:18]([F:19])([F:20])[F:21])[cH:16][cH:17]3)=[O:22])[CH2:4]1>>[N:1]1([CH:32]2[CH2:31][CH2:30][CH:29]([O:28][Si:27]([C:23]([CH3:24])([CH3:25])[CH3:26])([CH3:36])[CH3:37])[CH2:34][CH2:33]2)[CH2:2][CH:3]([NH:5][C:6]([CH2:7][NH:8][c:9]2[n:10][o:11][c:12]3[c:13]2[cH:14][c:15]([C:18]([F:19])([F:20])[F:21])[cH:16][cH:17]3)=[O:22])[CH2:4]1. Reactants: ClC1=NC=C(C=N1)C(F)(F)F (2-chloro-5-(trifluoromethyl)pyrimidine), aqueous solution, C([O-])([O-])=O.[Na+].[Na+] (sodium carbonate), C(C)(C)(C)C=1C=CC(=C(C1)B(O)O)OCOC ((5-(tert-butyl)-2-(methoxymethoxy)phenyl)boronic acid). Reagents/catalysts: C=1C=CC(=CC1)[P](C=2C=CC=CC2)(C=3C=CC=CC3)[Pd]([P](C=4C=CC=CC4)(C=5C=CC=CC5)C=6C=CC=CC6)([P](C=7C=CC=CC7)(C=8C=CC=CC8)C=9C=CC=CC9)[P](C=1C=CC=CC1)(C=1C=CC=CC1)C=1C=CC=CC1 (tetrakis(triphenylphosphine)palladium(0)). Run in C(OC)COC (dimethoxyethane). Run at temperature 80 celsius. The product is C(C)(C)(C)C=1C=CC(=C(C1)C1=NC=C(C=N1)C(F)(F)F)OCOC (2-(5-(tert-butyl)-2-(methoxymethoxy)phenyl)-5-(trifluoromethyl)pyrimidine). Yield: 44.8%. RXN SMILES: Cl[C:2]1[N:7]=[CH:6][C:5]([C:8]([F:11])([F:10])[F:9])=[CH:4][N:3]=1.C(=O)([O-])[O-].[Na+].[Na+].[C:18]([C:22]1[CH:23]=[CH:24][C:25]([O:31][CH2:32][O:33][CH3:34])=[C:26](B(O)O)[CH:27]=1)([CH3:21])([CH3:20])[CH3:19]>C(COC)OC.C1C=CC([P]([Pd]([P](C2C=CC=CC=2)(C2C=CC=CC=2)C2C=CC=CC=2)([P](C2C=CC=CC=2)(C2C=CC=CC=2)C2C=CC=CC=2)[P](C2C=CC=CC=2)(C2C=CC=CC=2)C2C=CC=CC=2)(C2C=CC=CC=2)C2C=CC=CC=2)=CC=1>[C:18]([C:22]1[CH:27]=[CH:26][C:25]([O:31][CH2:32][O:33][CH3:34])=[C:24]([C:2]2[N:7]=[CH:6][C:5]([C:8]([F:11])([F:10])[F:9])=[CH:4][N:3]=2)[CH:23]=1)([CH3:21])([CH3:19])[CH3:20] |f:1.2.3,^1:44,46,65,84|. Reported procedure: To a solution of 2-chloro-5-(trifluoromethyl)pyrimidine (0.300 g, 1.64 mmol) in dimethoxyethane (9 mL) was added a 2 M aqueous solution of sodium carbonate (3.7 mL, 7.4 mmol) and (5-(tert-butyl)-2-(methoxymethoxy)phenyl)boronic acid (0.500 g, 2.14 mmol). The solution was degassed with nitrogen for five minutes and tetrakis(triphenylphosphine)palladium(0) (95 mg, 0.082 mmol) was added and the reaction mixture heated to 80° C. in a sealed vial for 16 hours. The cooled reaction mixture was partitio... Reaction SMILES: [Cl:1][C:2]1[C:7]([Cl:8])=[CH:6][CH:5]=[CH:4][C:3]=1[CH2:9][C:10]#[N:11].[NH2:12][C:13]1[N:18]=[C:17]([NH2:19])[C:16]([CH:20]=O)=[CH:15][N:14]=1>>[Cl:1][C:2]1[C:7]([Cl:8])=[CH:6][CH:5]=[CH:4][C:3]=1[C:9]1[C:10]([NH2:11])=[N:19][C:17]2[N:18]=[C:13]([NH2:12])[N:14]=[CH:15][C:16]=2[CH:20]=1. The product is ClC1=C(C=CC=C1Cl)C1=CC2=C(N=C(N=C2)N)N=C1N (6-(2,3-Dichlorophenyl)-pyrido[2,3-d]pyrimidine-2,7-diamine). The reactants are ClC1=C(C=CC=C1Cl)CC#N (2,3-dichlorophenylacetonitrile), NC1=NC=C(C(=N1)N)C=O (2,4-diamino-5-pyrimidinecarboxaldehyde). Procedure details: Following the procedure of Example 1, 2,3-dichlorophenylacetonitrile was reacted with 2,4-diamino-5-pyrimidinecarboxaldehyde to give the title compound; mp 366°-369° C. (dec). Reactants: CCC(=CCOC1CCCC(OCc2nc(-c3ccc(F)cc3)oc2C)C1)C(=O)O, CCOC(C)=O, CO, [H][H], [Pd]. Yields the product CCC(CCOC1CCCC(OCc2nc(-c3ccc(F)cc3)oc2C)C1)C(=O)O. Reaction SMILES: [CH2:1]([CH3:2])[C:3]([C:4](=[O:5])[OH:6])=[CH:7][CH2:8][O:9][CH:10]1[CH2:11][CH:12]([O:16][CH2:17][c:18]2[n:19][c:20](-[c:24]3[cH:25][cH:26][c:27]([F:30])[cH:28][cH:29]3)[o:21][c:22]2[CH3:23])[CH2:13][CH2:14][CH2:15]1.[CH3:33][CH2:34][O:35][C:36](=[O:37])[CH3:38].[CH3:39][OH:40].[H:31][H:32].[Pd:41]>>[CH2:1]([CH3:2])[CH:3]([C:4](=[O:5])[OH:6])[CH2:7][CH2:8][O:9][CH:10]1[CH2:11][CH:12]([O:16][CH2:17][c:18]2[n:19][c:20](-[c:24]3[cH:25][cH:26][c:27]([F:30])[cH:28][cH:29]3)[o:21][c:22]2[CH3:23])[CH2:13][CH2:14][CH2:15]1. Reactants: FB(F)F, CC[SiH](CC)CC, ClCCl, CCOCC, CO, O, COc1c(C(O)c2cc3ccccc3s2)cc(Br)c2ccccc12. Yields the product COc1c(Cc2cc3ccccc3s2)cc(Br)c2ccccc12. As a reaction SMILES: [B:13]([F:14])([F:15])[F:16].[CH2:1]([SiH:2]([CH2:3][CH3:4])[CH2:5][CH3:6])[CH3:7].[CH2:43]([Cl:44])[Cl:45].[CH2:8]([O:9][CH2:10][CH3:11])[CH3:12].[CH3:41][OH:42].[OH2:46].[s:17]1[c:18]2[c:19]([cH:20][c:21]1[CH:22]([OH:23])[c:24]1[c:25]([O:35][CH3:36])[c:26]3[cH:27][cH:28][cH:29][cH:30][c:31]3[c:32]([Br:34])[cH:33]1)[cH:37][cH:38][cH:39][cH:40]2>>[s:17]1[c:18]2[c:19]([cH:20][c:21]1[CH2:22][c:24]1[c:25]([O:35][CH3:36])[c:26]3[cH:27][cH:28][cH:29][cH:30][c:31]3[c:32]([Br:34])[cH:33]1)[cH:37][cH:38][cH:39][cH:40]2. Starting materials: O=C([O-])[O-], ClCCl, CCCCCC, CCO, CC=O, [Cs+], [Cs+], N#CCc1cccnc1. Product: CC=C(C#N)c1cccnc1. As a reaction SMILES: [C:13](=[O:14])([O-:15])[O-:16].[CH2:25]([Cl:26])[Cl:27].[CH3:19][CH2:20][CH2:21][CH2:22][CH2:23][CH3:24].[CH3:28][CH2:29][OH:30].[CH:10]([CH3:11])=[O:12].[Cs+:17].[Cs+:18].[n:1]1[cH:2][c:3]([CH2:7][C:8]#[N:9])[cH:4][cH:5][cH:6]1>>[n:1]1[cH:2][c:3]([C:7]([C:8]#[N:9])=[CH:10][CH3:11])[cH:4][cH:5][cH:6]1. Starting materials: S1C(=S)NC(=O)C1 (rhodanine), C(C)(C)(C)C=1C=C(C=O)C=C(C1O)C(C)(C)C (3,5-di-tert-butyl-4-hydroxybenzaldehyde), N1CCCCC1 (piperidine). Run in C(C)O (ethanol). Yields the product C(C)(C)(C)C=1C=C(C=C(C1O)C(C)(C)C)C=C1C(NC(S1)=S)=O (5-(3,5-di-tert-butyl-4-hydroxyphenyl)methylenerhodanine). Yield: 69.5%. As a reaction SMILES: [S:1]1[CH2:7][C:5](=[O:6])[NH:4][C:2]1=[S:3].[C:8]([C:12]1[CH:13]=[C:14]([CH:17]=[C:18]([C:21]([CH3:24])([CH3:23])[CH3:22])[C:19]=1[OH:20])[CH:15]=O)([CH3:11])([CH3:10])[CH3:9].N1CCCCC1>C(O)C>[C:21]([C:18]1[CH:17]=[C:14]([CH:15]=[C:7]2[S:1][C:2](=[S:3])[NH:4][C:5]2=[O:6])[CH:13]=[C:12]([C:8]([CH3:11])([CH3:10])[CH3:9])[C:19]=1[OH:20])([CH3:24])([CH3:23])[CH3:22]. Procedure: To a solution of 14.6 g (110 mmol) of rhodanine and 25.7 g (110 mmol) of 3,5-di-tert-butyl-4-hydroxybenzaldehyde in 150 ml of ethanol, 1.08 ml (11.0 mmol) of piperidine was added, and the mixture was heated under reflux for 5 hours. After cooling, the precipitated crystals were filtered and washed with cooled ethanol to give 26.71 g of the desired compound (69.7% yield, pale yellow crystals).